This data is from the Open Reaction Database (ORD), a public repository of structured organic reaction records. The task is: describe an organic reaction: reactants, conditions, products, and yield Starting materials: COC(=O)NC(C(=O)N1CCCC1c1ncc(-c2ccc3c(c2)COc2c-3ccc3c2ccc2[nH]c(C4CCCN4C(=O)OC(C)(C)C)nc23)[nH]1)C(C)C, COC(=O)NC(C(=O)O)c1ccccc1, CC#N, CO, CCOC(C)=O, CCO, CCN(C(C)C)C(C)C, Cl, [Na+], [OH-]. Yields the product COC(=O)NC(C(=O)N1CCCC1c1nc2c(ccc3c4c(ccc32)-c2ccc(-c3cnc(C5CCCN5C(=O)C(NC(=O)OC)C(C)C)[nH]3)cc2CO4)[nH]1)c1ccccc1. Reaction SMILES: [CH3:1][O:2][C:3](=[O:4])[NH:5][CH:6]([CH:7]([CH3:8])[CH3:9])[C:10](=[O:11])[N:12]1[CH:13]([c:17]2[nH:18][c:19](-[c:22]3[cH:23][cH:24][c:25]4[c:26]([cH:27]3)[CH2:28][O:29][c:30]3[c:31]5[cH:32][cH:33][c:34]6[c:35]([n:36][c:37]([CH:39]7[N:40]([C:44]([O:45][C:46]([CH3:47])([CH3:48])[CH3:49])=[O:50])[CH2:41][CH2:42][CH2:43]7)[nH:38]6)[c:51]5[cH:52][cH:53][c:54]3-4)[cH:20][n:21]2)[CH2:14][CH2:15][CH2:16]1.[CH3:56][O:57][C:58](=[O:59])[NH:60][CH:61]([C:62](=[O:63])[OH:64])[c:65]1[cH:66][cH:67][cH:68][cH:69][cH:70]1.[CH3:82][C:83]#[N:84].[CH3:85][OH:86].[CH3:87][CH2:88][O:89][C:90](=[O:91])[CH3:92].[CH3:93][CH2:94][OH:95].[CH:71]([N:72]([CH:73]([CH3:74])[CH3:75])[CH2:76][CH3:77])([CH3:78])[CH3:79].[ClH:55].[Na+:81].[OH-:80]>>[CH3:1][O:2][C:3](=[O:4])[NH:5][CH:6]([CH:7]([CH3:8])[CH3:9])[C:10](=[O:11])[N:12]1[CH:13]([c:17]2[nH:18][c:19](-[c:22]3[cH:23][cH:24][c:25]4[c:26]([cH:27]3)[CH2:28][O:29][c:30]3[c:31]5[cH:32][cH:33][c:34]6[c:35]([n:36][c:37]([CH:39]7[N:40]([C:62]([CH:61]([NH:60][C:58]([O:57][CH3:56])=[O:59])[c:65]8[cH:66][cH:67][cH:68][cH:69][cH:70]8)=[O:64])[CH2:41][CH2:42][CH2:43]7)[nH:38]6)[c:51]5[cH:52][cH:53][c:54]3-4)[cH:20][n:21]2)[CH2:14][CH2:15][CH2:16]1. Starting materials: BrCC1CCCCC1, O=C([O-])[O-], CC(C)=O, Oc1cc(Cl)ccc1-c1nc2cc(F)c(F)cc2n1CC1CCCCC1, [Cs+], [Cs+]. Yields the product Fc1cc2nc(-c3ccc(Cl)cc3OCC3CCCCC3)n(CC3CCCCC3)c2cc1F. RXN SMILES: [Br:33][CH2:34][CH:35]1[CH2:36][CH2:37][CH2:38][CH2:39][CH2:40]1.[C:27](=[O:28])([O-:29])[O-:30].[CH3:41][C:42](=[O:43])[CH3:44].[Cl:1][c:2]1[cH:3][cH:4][c:5](-[c:9]2[n:10][c:11]3[c:12]([n:13]2[CH2:14][CH:15]2[CH2:16][CH2:17][CH2:18][CH2:19][CH2:20]2)[cH:21][c:22]([F:26])[c:23]([F:25])[cH:24]3)[c:6]([OH:8])[cH:7]1.[Cs+:31].[Cs+:32]>>[Cl:1][c:2]1[cH:3][cH:4][c:5](-[c:9]2[n:10][c:11]3[c:12]([n:13]2[CH2:14][CH:15]2[CH2:16][CH2:17][CH2:18][CH2:19][CH2:20]2)[cH:21][c:22]([F:26])[c:23]([F:25])[cH:24]3)[c:6]([O:8][CH2:34][CH:35]2[CH2:36][CH2:37][CH2:38][CH2:39][CH2:40]2)[cH:7]1. Starting materials: FC(F)(F)c1ccc(CNc2ncnc3c2CN(Cc2ccccc2)CC3)cn1, CO. Yields the product FC(F)(F)c1ccc(CNc2ncnc3c2CNCC3)cn1. RXN SMILES: [CH2:1]([c:2]1[cH:3][cH:4][cH:5][cH:6][cH:7]1)[N:8]1[CH2:9][c:10]2[c:11]([n:12][cH:13][n:14][c:15]2[NH:16][CH2:17][c:18]2[cH:19][n:20][c:21]([C:24]([F:25])([F:26])[F:27])[cH:22][cH:23]2)[CH2:28][CH2:29]1.[CH3:30][OH:31]>>[NH:8]1[CH2:9][c:10]2[c:11]([n:12][cH:13][n:14][c:15]2[NH:16][CH2:17][c:18]2[cH:19][n:20][c:21]([C:24]([F:25])([F:26])[F:27])[cH:22][cH:23]2)[CH2:28][CH2:29]1. Starting materials: C(C)(C)(C)CNC(=O)CN1C=NC(=C1CN=[N+]=[N-])C (1-t-butylmethylaminocarbonylmethyl-4-methyl-5-azidomethylimidazole). The reagents and catalysts are [Pd] (Pd/C). Solvent: C(C)(=O)OCC (ethyl acetate). The product is C(C)(C)(C)CNC(=O)CN1C=NC(=C1CN)C (1-t-Butylmethylaminocarbonylmethyl-4-methyl-5-aminomethylimidazole). Reaction SMILES: [C:1]([CH2:5][NH:6][C:7]([CH2:9][N:10]1[C:14]([CH2:15][N:16]=[N+]=[N-])=[C:13]([CH3:19])[N:12]=[CH:11]1)=[O:8])([CH3:4])([CH3:3])[CH3:2]>C(OCC)(=O)C.[Pd]>[C:1]([CH2:5][NH:6][C:7]([CH2:9][N:10]1[C:14]([CH2:15][NH2:16])=[C:13]([CH3:19])[N:12]=[CH:11]1)=[O:8])([CH3:4])([CH3:3])[CH3:2]. Procedure: A solution of 1-t-butylmethylaminocarbonylmethyl-4-methyl-5-azidomethylimidazole (400 mg) and 10% Pd/C (400 mg) in ethyl acetate (60 ml) was hydrogenated at atmospheric pressure for 4 h. The solution was filtered through Celite and the solvents removed in vacuo to give the title compound. 1H NMR (CDCl3) d 0.80 (s, 9 H), 1.61 (br s, 2 H), 2.23 (s, 3 H), 2.99 (d, J=6.1 Hz, 2 H), 3.86 (s, 2 H), 4.63 (s, 2 H), 7.50 (s, 1 H).